From a dataset of the Open Reaction Database (ORD), a public repository of structured organic reaction records. describe an organic reaction: reactants, conditions, products, and yield The reactants are CN(C)C=O, CI, O, O=C1Nc2ccccc2Nc2cscc21. The product is CN1C(=O)c2cscc2Nc2ccccc21. As a reaction SMILES: [CH3:16][N:17]([CH3:18])[CH:19]=[O:20].[CH3:21][I:22].[OH2:23].[cH:1]1[s:2][cH:3][c:4]2[c:10]1[C:9](=[O:11])[NH:8][c:7]1[c:6]([cH:15][cH:14][cH:13][cH:12]1)[NH:5]2>>[cH:1]1[s:2][cH:3][c:4]2[c:10]1[C:9](=[O:11])[N:8]([CH3:16])[c:7]1[c:6]([cH:15][cH:14][cH:13][cH:12]1)[NH:5]2. Reactants: [Cl-].[K+] (potassium chloride), Cl(=O)(=O)[O-].[Na+] (sodium chlorate), C1=C(C=CC=2C(C3=CC=CC=C3C(C12)=O)=O)S(=O)(=O)O (anthraquinone-2-sulphonic acid). Solvent: O (water), S(O)(O)(=O)=O (sulphuric acid). Run at temperature 100 celsius, time 5 hour. The product is C1=CC=CC=2C(C3=CC=CC=C3C(C12)=O)=O (anthraquinone), ClC1=CC=2C(C3=CC=CC=C3C(C2C=C1)=O)=O (2-chloroanthraquinone), ClC1=CC=CC=2C(C3=CC=CC=C3C(C12)=O)=O (1-chloroanthraquinone). Isolated yield 1.0%. As a reaction SMILES: [Cl:1]([O-])(=O)=O.[Na+].[CH:6]1[C:19]2[C:18](=[O:20])[C:17]3[C:12](=[CH:13][CH:14]=[CH:15][CH:16]=3)[C:11](=[O:21])[C:10]=2[CH:9]=[CH:8][C:7]=1S(O)(=O)=O.[Cl-:26].[K+]>O.S(=O)(=O)(O)O>[CH:13]1[C:12]2[C:11](=[O:21])[C:10]3[C:19](=[CH:6][CH:7]=[CH:8][CH:9]=3)[C:18](=[O:20])[C:17]=2[CH:16]=[CH:15][CH:14]=1.[Cl:26][C:7]1[CH:8]=[CH:9][C:10]2[C:11](=[O:21])[C:12]3[C:17](=[CH:16][CH:15]=[CH:14][CH:13]=3)[C:18](=[O:20])[C:19]=2[CH:6]=1.[Cl:1][C:6]1[C:19]2[C:18](=[O:20])[C:17]3[C:12](=[CH:13][CH:14]=[CH:15][CH:16]=3)[C:11](=[O:21])[C:10]=2[CH:9]=[CH:8][CH:7]=1 |f:0.1,3.4|. Procedure details: 1,200 l of 10% strength sodium chlorate solution are added in the course of 4 hours to 150 kg of anthraquinone-2-sulphonic acid (Na salt), (produced according to Ullmann, Encyclopadie der technischen Chemie (Encyclopaedia of Industrial Chemistry), 4th Edition, Volume 7, page 589; Bios Final Report 1484) with 90 kg of potassium chloride in 2,745 l of water and 255 l of sulphuric acid (96%) at 100° C. in an enamelled 6 m3 kettle, while stirring (30- 40 revolutions per minute) and the mixture is st... The reactants are COC(CCC=1C(N(CC1)CCCC1=CC=C(C=C1)C)=O)=O (3-[2-oxo-1-(3-p-tolyl-propyl)-2,5-dihydro-1H-pyrrol-3-yl]-propionic acid methyl ester), C(C)(=O)O (acetic acid), CO (methanol), methanolic suspension, NO[K] (NH2OK). The solvent is CO.C(Cl)(Cl)Cl (methanol chloroform). Run at temperature 0 celsius, time 8 hour. Yields the product ONC(CCC=1C(N(CC1)CCCC1=CC=C(C=C1)C)=O)=O (N-hydroxy-3-[2-oxo-1-(3-p-tolyl-propyl)-2,5-dihydro-1H-pyrrol-3-yl]-propionamide). Yield: 49.8%. Reaction SMILES: C[O:2][C:3](=O)[CH2:4][CH2:5][C:6]1[C:7](=[O:21])[N:8]([CH2:11][CH2:12][CH2:13][C:14]2[CH:19]=[CH:18][C:17]([CH3:20])=[CH:16][CH:15]=2)[CH2:9][CH:10]=1.CO.[NH2:25][O:26][K].C(O)(=O)C>CO.C(Cl)(Cl)Cl>[OH:26][NH:25][C:3](=[O:2])[CH2:4][CH2:5][C:6]1[C:7](=[O:21])[N:8]([CH2:11][CH2:12][CH2:13][C:14]2[CH:19]=[CH:18][C:17]([CH3:20])=[CH:16][CH:15]=2)[CH2:9][CH:10]=1 |f:4.5|. Procedure details: 100 mg of 3-[2-oxo-1-(3-p-tolyl-propyl)-2,5-dihydro-1H-pyrrol-3-yl]-propionic acid methyl ester (40ag) prepared by the above Step 7 was dissolved in methanol solution (0.33 mmol) and then 1.7 M methanolic suspension solution containing NH2OK (0.82 ml, 5.0 mmol) was added thereto at 0° C. and the resulting mixture was stirred for 8 hrs at room temperature. The resulting mixture was neutralized with 0.02 ml of acetic acid, diluted with 10% methanol/chloroform solution, filtered and concentrated in... The reactants are [N+](=[N-])=C1C(N(N=C1C1=C(C=CC=C1)F)C1=C(C=CC=C1)F)=O (4-Diazo-2,5-bis(2-fluorophenyl)-2,4-dihydro-3H-pyrazol-3-one), C(CCC)P(CCCC)CCCC (tri-n-butylphosphine), ClCC1=CC=C(C=C1)N1C=NC=C1 (1-[4-(chloromethyl)phenyl]-1H-imidazole), [I-].[K+] (potassium iodide), C([O-])([O-])=O.[K+].[K+] (potassium carbonate). Run in C(C)#N (acetonitrile), O (water). Reaction conditions: time 30 minute. The product is FC=1C=2C=3C(=NN(C2C=CC1)CC1=CC=C(C=C1)N1C=NC=C1)C(N(N3)C3=C(C=CC=C3)F)=O (9-fluoro-2-(2-fluorophenyl)-5-{[4-(1H-imidazol-1-yl)phenyl]methyl}-2,5-dihydro-3H-pyrazolo[4,3-c]cinnolin-3-one). As a reaction SMILES: [N+:1](=[C:3]1[C:7]([C:8]2[CH:13]=[CH:12][CH:11]=[CH:10][C:9]=2[F:14])=[N:6][N:5]([C:15]2[CH:20]=[CH:19][CH:18]=[CH:17][C:16]=2[F:21])[C:4]1=[O:22])=[N-:2].C(P(CCCC)CCCC)CCC.Cl[CH2:37][C:38]1[CH:43]=[CH:42][C:41]([N:44]2[CH:48]=[CH:47][N:46]=[CH:45]2)=[CH:40][CH:39]=1.[I-].[K+].C(=O)([O-])[O-].[K+].[K+]>C(#N)C.O>[F:14][C:9]1[C:8]2[C:7]3[C:3]([C:4](=[O:22])[N:5]([C:15]4[CH:20]=[CH:19][CH:18]=[CH:17][C:16]=4[F:21])[N:6]=3)=[N:1][N:2]([CH2:37][C:38]3[CH:39]=[CH:40][C:41]([N:44]4[CH:48]=[CH:47][N:46]=[CH:45]4)=[CH:42][CH:43]=3)[C:13]=2[CH:12]=[CH:11][CH:10]=1 |f:3.4,5.6.7|. Reported procedure: 4-Diazo-2,5-bis(2-fluorophenyl)-2,4-dihydro-3H-pyrazol-3-one (0.17 g, 0.56 mmol) was dissolved in acetonitrile (5 mL) and treated with tri-n-butylphosphine (0.11 g, 0.56 mmol, 1.0 equiv). After stirring for 30 minutes at ambient temperature, 1-[4-(chloromethyl)phenyl]-1H-imidazole (0.11 g, 0.56 mmol, 1.0 equiv), potassium iodide (47 mg, 0.28 mmol, 0.5 equiv) and potassium carbonate (97 mg, 0.70 mmol, 1.25 equiv) were added at ambient temperature. After 45 minutes, the reaction mixture was warmed... Reactants: C(C)(C)(C)OC(=O)N1[C@@H](C[C@@H](C1)N(C1=NC=C(C=N1)Br)CC1=CC(=CC(=C1)C(F)(F)F)C(F)(F)F)COC ((2S,4S)-4-[(3,5-Bis-trifluoromethyl-benzyl)-(5-bromo-pyrimidin-2-yl)-amino]-2-methoxymethyl-pyrrolidine-1-carboxylic acid tert-butyl ester), CN1N=C(C=C1)B1OC(C(O1)(C)C)(C)C (1-methylpyrazol-3-yl-4,4,5,5-tetramethyl-[1,3,2]dioxaborolane), C(O)([O-])=O.[Na+] (sodium hydrogen carbonate), O (water). Reagents/catalysts: C=1C=CC(=CC1)[P](C=2C=CC=CC2)(C=3C=CC=CC3)[Pd]([P](C=4C=CC=CC4)(C=5C=CC=CC5)C=6C=CC=CC6)([P](C=7C=CC=CC7)(C=8C=CC=CC8)C=9C=CC=CC9)[P](C=1C=CC=CC1)(C=1C=CC=CC1)C=1C=CC=CC1 (tetrakis(triphenylphosphine)palladium(0)). Solvent: COCCOC (1,2-dimethoxy-ethane). Run at temperature 95 celsius, time 3 hour. The product is C(C)(C)(C)OC(=O)N1[C@@H](C[C@@H](C1)N(C1=NC=C(C=N1)C=1C=NN(C1)C)CC1=CC(=CC(=C1)C(F)(F)F)C(F)(F)F)COC ((2S,4S)-4-{(3,5-bis-trifluoromethyl-benzyl)-[5-(1-methyl-1H-pyrazol-4-yl)-pyrimidin-2-yl]-amino}-2-methoxymethyl-pyrrolidine-1-carboxylic acid tert-butyl ester). The yield is 74.0%. Reaction SMILES: [C:1]([O:5][C:6]([N:8]1[CH2:12][C@@H:11]([N:13]([CH2:21][C:22]2[CH:27]=[C:26]([C:28]([F:31])([F:30])[F:29])[CH:25]=[C:24]([C:32]([F:35])([F:34])[F:33])[CH:23]=2)[C:14]2[N:19]=[CH:18][C:17](Br)=[CH:16][N:15]=2)[CH2:10][C@H:9]1[CH2:36][O:37][CH3:38])=[O:7])([CH3:4])([CH3:3])[CH3:2].[CH3:39][N:40]1[CH:44]=[CH:43][C:42](B2OC(C)(C)C(C)(C)O2)=[N:41]1.C(=O)([O-])O.[Na+].O>COCCOC.C1C=CC([P]([Pd]([P](C2C=CC=CC=2)(C2C=CC=CC=2)C2C=CC=CC=2)([P](C2C=CC=CC=2)(C2C=CC=CC=2)C2C=CC=CC=2)[P](C2C=CC=CC=2)(C2C=CC=CC=2)C2C=CC=CC=2)(C2C=CC=CC=2)C2C=CC=CC=2)=CC=1>[C:1]([O:5][C:6]([N:8]1[CH2:12][C@@H:11]([N:13]([CH2:21][C:22]2[CH:27]=[C:26]([C:28]([F:31])([F:30])[F:29])[CH:25]=[C:24]([C:32]([F:35])([F:34])[F:33])[CH:23]=2)[C:14]2[N:19]=[CH:18][C:17]([C:43]3[CH:42]=[N:41][N:40]([CH3:39])[CH:44]=3)=[CH:16][N:15]=2)[CH2:10][C@H:9]1[CH2:36][O:37][CH3:38])=[O:7])([CH3:4])([CH3:3])[CH3:2] |f:2.3,^1:69,71,90,109|. Procedure: A mixture of ((2S,4S)-4-(5-bromo-pyrimidin-2-ylamino)-2-methoxymethyl-pyrrolidine-1-carboxylic acid tert-butyl ester (2.84 mmol; 1.1 g), 3,5-bis(trifluoromethyl)benzyl bromide (4.3 mmol; 0.78 mL) and sodium hydride (60% dispersion in mineral oil, 4.3 mmol; 0.17 g) in DMF (9 mL) is stirred for 1 hour at room temperature under nitrogen. The reaction mixture is quenched with water then saturated ammonium chloride solution. The product is extracted twice with EtOAc. The combined organic layer is was... The reactants are Fc1c(Br)ccc2c1cnn2C1CCCCO1, O=C([O-])[O-], CCC#C[Si](C)(C)C, CCOC(C)=O, [Cs+], [Cs+], [Cu]I, [Fe+2], N#N, CC(=O)[O-], CC(=O)[O-], O, [Pd+2], c1ccc(P(c2ccccc2)[c-]2cccc2)cc1, c1ccc(P(c2ccccc2)[c-]2cccc2)cc1. Product: CCC#Cc1ccc2c(cnn2C2CCCCO2)c1F. As a reaction SMILES: [Br:1][c:2]1[c:3]([F:17])[c:4]2[cH:5][n:6][n:7]([CH:11]3[O:12][CH2:13][CH2:14][CH2:15][CH2:16]3)[c:8]2[cH:9][cH:10]1.[C:18](=[O:19])([O-:20])[O-:21].[C:24](#[C:25][CH2:26][CH3:27])[Si:28]([CH3:29])([CH3:30])[CH3:31].[CH3:34][CH2:35][O:36][C:37]([CH3:38])=[O:39].[Cs+:22].[Cs+:23].[Cu:41][I:42].[Fe+2:88].[N:32]#[N:33].[O-:44][C:45]([CH3:46])=[O:47].[O-:48][C:49]([CH3:50])=[O:51].[OH2:40].[Pd+2:43].[cH:52]1[cH:53][cH:54][c:55]([P:56]([c:57]2[cH:58][cH:59][cH:60][cH:61][cH:62]2)[c-:63]2[cH:64][cH:65][cH:66][cH:67]2)[cH:68][cH:69]1.[cH:70]1[cH:71][cH:72][c:73]([P:74]([c:75]2[cH:76][cH:77][cH:78][cH:79][cH:80]2)[c-:81]2[cH:82][cH:83][cH:84][cH:85]2)[cH:86][cH:87]1>>[c:2]1([C:24]#[C:25][CH2:26][CH3:27])[c:3]([F:17])[c:4]2[cH:5][n:6][n:7]([CH:11]3[O:12][CH2:13][CH2:14][CH2:15][CH2:16]3)[c:8]2[cH:9][cH:10]1. Reaction SMILES: [Br:13][N:14]1[C:15](=[O:16])[CH2:17][CH2:18][C:19]1=[O:20].[C:33]([Cl:34])([Cl:35])([Cl:36])[Cl:37].[Cl:1][c:2]1[n:3][c:4]([CH3:12])[cH:5][c:6]([C:8]([CH3:9])([CH3:10])[CH3:11])[cH:7]1.[N:21]#[C:22][C:23]([N:24]=[N:25][C:26]([C:27]#[N:28])([CH3:29])[CH3:30])([CH3:31])[CH3:32]>>[Cl:1][c:2]1[n:3][c:4]([CH2:12][Br:13])[cH:5][c:6]([C:8]([CH3:9])([CH3:10])[CH3:11])[cH:7]1. Yields the product CC(C)(C)c1cc(Cl)nc(CBr)c1. Starting materials: O=C1CCC(=O)N1Br, ClC(Cl)(Cl)Cl, Cc1cc(C(C)(C)C)cc(Cl)n1, CC(C)(C#N)N=NC(C)(C)C#N.